From a dataset of the Open Reaction Database (ORD), a public repository of structured organic reaction records. describe an organic reaction: reactants, conditions, products, and yield Starting materials: N1=CC=CC=C1 (pyridine), ClC(=O)OCC (ethyl chloroformate), C(C)N(CCNC1=NC(=CC=C1N)Cl)CC (2-(2-diethylaminoethylamino)-3-amino-6-chloropyridine). Solvent: O1CCOCC1 (dioxane). Run at time 1 hour. Product: C(C)N(CCN1C(=NC2=C1N=C(C=C2)Cl)O)CC (1-(2-Diethylaminoethyl)-2-hydroxy-6-chloro-7-aza-benzimidazole). Reaction SMILES: [CH2:1]([N:3]([CH2:15][CH3:16])[CH2:4][CH2:5][NH:6][C:7]1[C:12]([NH2:13])=[CH:11][CH:10]=[C:9]([Cl:14])[N:8]=1)[CH3:2].N1C=CC=CC=1.Cl[C:24](OCC)=[O:25]>O1CCOCC1>[CH2:15]([N:3]([CH2:1][CH3:2])[CH2:4][CH2:5][N:6]1[C:7]2[N:8]=[C:9]([Cl:14])[CH:10]=[CH:11][C:12]=2[N:13]=[C:24]1[OH:25])[CH3:16]. Procedure details: The solution of 80 grams of 2-(2-diethylaminoethylamino)-3-amino-6-chloropyridine in 900 ml of dioxane was treated with stirring with 32 ml of pyridine and 36.6 ml of ethyl chloroformate and stirred for one hour. The product precipitating thereby was washed with water and dried (2-(2-diethylaminoethylamino)-3-carbethoxy-amino-6-chloropyridine, M.P. 205°-206° C.) and subsequently melted with occasional stirring and held for 3 hours at 190°-210° C. After cooling the solidified melt was recrystalli... The reactants are C(C)(=O)NC=1SC(=CN1)S(=O)C1=CC=C(C=C1)N (2-acetylamino-5-(4-aminophenylsulfinyl)thiazole), C([O-])([O-])=O.[Na+].[Na+] (sodium carbonate), Cl (hydrochloric acid), C(C)(=O)O (acetic acid). The solvent is O (water). Product: NC=1SC(=CN1)S(=O)C1=CC=C(C=C1)N (2-amino-5-(4-aminophenylsulfinyl)thiazole). Yield: 105.8%. RXN SMILES: C([NH:4][C:5]1[S:6][C:7]([S:10]([C:12]2[CH:17]=[CH:16][C:15]([NH2:18])=[CH:14][CH:13]=2)=[O:11])=[CH:8][N:9]=1)(=O)C.Cl.C(O)(=O)C.C(=O)([O-])[O-].[Na+].[Na+]>O>[NH2:4][C:5]1[S:6][C:7]([S:10]([C:12]2[CH:17]=[CH:16][C:15]([NH2:18])=[CH:14][CH:13]=2)=[O:11])=[CH:8][N:9]=1 |f:3.4.5|. Procedure details: A mixture of 2-acetylamino-5-(4-aminophenylsulfinyl)thiazole (5.0 g) in a mixture of aqueous 6N-hydrochloric acid (10 ml) and acetic acid (35 ml) was refluxed for 3.5 hours with stirring. The reaction mixture was diluted with water and adjusted to pH 8 using aqueous sodium carbonate under ice cooling. The precipitates were collected by filtration, washed with water and dried in vacuo to give 2-amino-5-(4-aminophenylsulfinyl)thiazole (4.5 g, yield: 100%). mp: 205°-208° C. (dec.) The reactants are BrC=1SC2=C(N1)C=C(C(=C2OS(=O)(=O)C(F)(F)F)[C@@H](C(=O)OCC)O)C ((S)-ethyl 2-(2-bromo-5-methyl-7-(trifluoromethylsulfonyloxy)benzo[d]thiazol-6-yl)-2-hydroxyacetate), ClC=1SC2=C(N1)C=C(C(=C2OS(=O)(=O)C(F)(F)F)C(C(=O)OCC)=O)C (ethyl 2-(2-chloro-5-methyl-7-(trifluoromethylsulfonyloxy)benzo[d]thiazol-6-yl)-2-oxoacetate), B1(N2CCC[C@@H]2C(O1)(C3=CC=CC=C3)C4=CC=CC=C4)C ((R)-2-methyl-CBS-oxazaborolidine), [B]1OC2=CC=CC=C2O1 (catecholborane). Run in C1(=CC=CC=C1)C (toluene), C1(=CC=CC=C1)C (toluene). Reaction conditions: time 45 minute. Yields the product ClC=1SC2=C(N1)C=C(C(=C2OS(=O)(=O)C(F)(F)F)[C@@H](C(=O)OCC)O)C ((S)-ethyl 2-(2-chloro-5-methyl-7-(trifluoromethylsulfonyloxy)benzo[d]thiazol-6-yl)-2-hydroxyacetate). Reaction SMILES: [Cl:1][C:2]1[S:3][C:4]2[C:10]([O:11][S:12]([C:15]([F:18])([F:17])[F:16])(=[O:14])=[O:13])=[C:9]([C:19](=[O:25])[C:20]([O:22][CH2:23][CH3:24])=[O:21])[C:8]([CH3:26])=[CH:7][C:5]=2[N:6]=1.B1(C)OC(C2C=CC=CC=2)(C2C=CC=CC=2)[C@@H]2N1CCC2.[B]1OC2C(=CC=CC=2)O1.BrC1SC2C(OS(C(F)(F)F)(=O)=O)=C([C@H](O)C(OCC)=O)C(C)=CC=2N=1>C1(C)C=CC=CC=1>[Cl:1][C:2]1[S:3][C:4]2[C:10]([O:11][S:12]([C:15]([F:18])([F:16])[F:17])(=[O:14])=[O:13])=[C:9]([C@H:19]([OH:25])[C:20]([O:22][CH2:23][CH3:24])=[O:21])[C:8]([CH3:26])=[CH:7][C:5]=2[N:6]=1 |^1:47|. Reported procedure: To a solution of ethyl 2-(2-chloro-5-methyl-7-(trifluoromethylsulfonyloxy)benzo[d]thiazol-6-yl)-2-oxoacetate (0.6621 g, 1.53 mmol), and (R)-2-methyl-CBS-oxazaborolidine (0.098 g, 0.35 mmol) in toluene (6 mL) was added a solution of distilled catecholborane (0.254 g, 2.39 mmol) in toluene (1 mL) over 15 minutes, then stirred for another 45 minutes. The reaction was quenched with saturated sodium carbonate solution and stirred at room temperature for 15 minutes. Product extracted with EtOAc and or... Reactants: B, O=C(Cc1cccc(Br)c1)N1CCOCC1, CSC, [Na+], C1CCOC1, [OH-]. Product: Brc1cccc(CCN2CCOCC2)c1. Reaction SMILES: [BH3:20].[Br:1][c:2]1[cH:3][c:4]([CH2:8][C:9](=[O:10])[N:11]2[CH2:12][CH2:13][O:14][CH2:15][CH2:16]2)[cH:5][cH:6][cH:7]1.[CH3:17][S:18][CH3:19].[Na+:22].[O:23]1[CH2:24][CH2:25][CH2:26][CH2:27]1.[OH-:21]>>[Br:1][c:2]1[cH:3][c:4]([CH2:8][CH2:9][N:11]2[CH2:12][CH2:13][O:14][CH2:15][CH2:16]2)[cH:5][cH:6][cH:7]1. Reactants: CC(=O)O, CCS(=O)(=O)c1cccc(-c2cc(C(=O)OC)cc3[nH]c4ncc(C)cc4c23)c1, O=C1CCC(=O)N1Cl, ClCCl. Yields the product CCS(=O)(=O)c1cccc(-c2c(Cl)c(C(=O)OC)cc3[nH]c4ncc(C)cc4c23)c1. RXN SMILES: [C:38]([OH:39])(=[O:40])[CH3:41].[CH3:9][O:10][C:11](=[O:12])[c:13]1[cH:14][c:15](-[c:27]2[cH:28][c:29]([S:33](=[O:34])(=[O:35])[CH2:36][CH3:37])[cH:30][cH:31][cH:32]2)[c:16]2[c:17]3[c:18]([nH:19][c:20]2[cH:21]1)[n:22][cH:23][c:24]([CH3:26])[cH:25]3.[Cl:1][N:2]1[C:3](=[O:4])[CH2:5][CH2:6][C:7]1=[O:8].[Cl:42][CH2:43][Cl:44]>>[Cl:1][c:14]1[c:13]([C:11]([O:10][CH3:9])=[O:12])[cH:21][c:20]2[c:16]([c:15]1-[c:27]1[cH:28][c:29]([S:33](=[O:34])(=[O:35])[CH2:36][CH3:37])[cH:30][cH:31][cH:32]1)[c:17]1[c:18]([nH:19]2)[n:22][cH:23][c:24]([CH3:26])[cH:25]1.